From a dataset of the Open Reaction Database (ORD), a public repository of structured organic reaction records. describe an organic reaction: reactants, conditions, products, and yield RXN SMILES: [Cl:1][C:2]1[CH:3]=[C:4]([CH:9]([C:22]2[CH:27]=[CH:26][C:25]([Cl:28])=[CH:24][CH:23]=2)[C:10]2[C:18]3[C:13](=[C:14]([CH2:19][S:20][CH3:21])[CH:15]=[CH:16][CH:17]=3)[NH:12][CH:11]=2)[CH:5]=[CH:6][C:7]=1[F:8].ClC1C=CC(C(C2C=CC(Cl)=CC=2)C2C3C(=C(CS(C)=[O:48])C=CC=3)NC=2)=CC=1>>[Cl:1][C:2]1[CH:3]=[C:4]([CH:9]([C:22]2[CH:23]=[CH:24][C:25]([Cl:28])=[CH:26][CH:27]=2)[C:10]2[C:18]3[C:13](=[C:14]([CH2:19][S:20]([CH3:21])=[O:48])[CH:15]=[CH:16][CH:17]=3)[NH:12][CH:11]=2)[CH:5]=[CH:6][C:7]=1[F:8]. Procedure details: The title compound was prepared starting from 100 mg (0.23 mmol) of the compound from Example 284 in analogy to the synthesis of the compound from Example 296. 102 mg (98% of theory) of the target compound were obtained as mixture of diastereomers. The reactants are ClC=1C=C(C=CC1F)C(C1=CNC2=C(C=CC=C12)CSC)C1=CC=C(C=C1)Cl (3-[(3-Chloro-4-fluorophenyl)(4-chlorophenyl)methyl]-7-[(methylsulfanyl)methyl]-1H-indole), ClC1=CC=C(C=C1)C(C1=CNC2=C(C=CC=C12)CS(=O)C)C1=CC=C(C=C1)Cl (3-[Bis(4-chlorophenyl)methyl]-7-[(methylsulfinyl)methyl]-1H-indole). Product: ClC=1C=C(C=CC1F)C(C1=CNC2=C(C=CC=C12)CS(=O)C)C1=CC=C(C=C1)Cl (3-[(3-Chloro-4-fluorophenyl)(4-chlorophenyl)methyl]-7-[(methylsulfinyl)methyl]-1H-indole).